From a dataset of the Open Reaction Database (ORD), a public repository of structured organic reaction records. describe an organic reaction: reactants, conditions, products, and yield Procedure: In 50 g of ethanol were dissolved 2.5 g of sodium metal and 20.0 g of the above ethyl β-(3,3,3-trichloropropyl)isovalerate were added to the solution. The mixture was refluxed for 8 hours. The reaction mixture was neutralized with a solution of hydrogen chloride in dry ethanol and concentrated to about one-twentieth of its original volume. To this concentrate were added 100 g of ice-water and the mixture was extracted with diethyl ether. The ethereal layer was dried over anhydrous magnesium sulf... Product: C(C)C(C(=O)O)C(CC=C(Cl)Cl)(C)C.ClC(=CCC(CC(=O)OCC)(C)C)Cl (ethyl β-(3,3-dichloroallyl)isovalerate (ethyl 6,6-dichloro-3,3-dimethyl-5-hexenoate)). Reaction SMILES: [Na].[CH2:2]([CH:4]([C:8]([CH3:16])([CH3:15])[CH2:9][CH2:10][C:11](Cl)([Cl:13])[Cl:12])[C:5]([OH:7])=[O:6])[CH3:3].[Cl:17][C:18](Cl)([Cl:30])[CH2:19][CH2:20][C:21]([CH3:29])([CH3:28])[CH2:22][C:23]([O:25][CH2:26][CH3:27])=[O:24].Cl>C(O)C>[CH2:2]([CH:4]([C:8]([CH3:15])([CH3:16])[CH2:9][CH:10]=[C:11]([Cl:12])[Cl:13])[C:5]([OH:7])=[O:6])[CH3:3].[Cl:17][C:18]([Cl:30])=[CH:19][CH2:20][C:21]([CH3:29])([CH3:28])[CH2:22][C:23]([O:25][CH2:26][CH3:27])=[O:24] |f:1.2,5.6,^1:0|. Solvent: C(C)O (ethanol), C(C)O (ethanol). Yield: 78.9%. Starting materials: [Na] (sodium), C(C)C(C(=O)O)C(CCC(Cl)(Cl)Cl)(C)C.ClC(CCC(CC(=O)OCC)(C)C)(Cl)Cl (ethyl β-(3,3,3-trichloropropyl)isovalerate(ethyl 6,6,6-trichloro-3,3-dimethylhexanoate)), Cl (hydrogen chloride). Starting materials: N1(CCOCC1)CCOC1=C(C=CC=C1)CNCCC1=CC=CC=C1 (N-[[2-[2-(4-Morpholinyl)ethoxy]phenyl]methyl]benzeneethanamine), ClC1=CC=C(C(=O)Cl)C=C1 (p-chlorobenzoyl chloride). Run in C(Cl)(Cl)Cl (chloroform), CCOCC (ether). Product: Cl.ClC1=CC=C(C(=O)N(CCC2=CC=CC=C2)CC2=C(C=CC=C2)OCCN2CCOCC2)C=C1 (4-Chloro-N-[[2-[2-(4-morpholinyl)ethoxy]phenyl]methyl]-N-(2-phenylethyl)benzamide, hydrochloride salt). Isolated yield 168.8%. Reaction SMILES: [N:1]1([CH2:7][CH2:8][O:9][C:10]2[CH:15]=[CH:14][CH:13]=[CH:12][C:11]=2[CH2:16][NH:17][CH2:18][CH2:19][C:20]2[CH:25]=[CH:24][CH:23]=[CH:22][CH:21]=2)[CH2:6][CH2:5][O:4][CH2:3][CH2:2]1.[Cl:26][C:27]1[CH:35]=[CH:34][C:30]([C:31](Cl)=[O:32])=[CH:29][CH:28]=1>C(Cl)(Cl)Cl.CCOCC>[ClH:26].[Cl:26][C:27]1[CH:35]=[CH:34][C:30]([C:31]([N:17]([CH2:16][C:11]2[CH:12]=[CH:13][CH:14]=[CH:15][C:10]=2[O:9][CH2:8][CH2:7][N:1]2[CH2:2][CH2:3][O:4][CH2:5][CH2:6]2)[CH2:18][CH2:19][C:20]2[CH:25]=[CH:24][CH:23]=[CH:22][CH:21]=2)=[O:32])=[CH:29][CH:28]=1 |f:4.5|. Procedure details: N-[[2-[2-(4-Morpholinyl)ethoxy]phenyl]methyl]benzeneethanamine (40 g) and 22 g of p-chlorobenzoyl chloride are reacted in 600 ml of chloroform following the procedure described in Example 1C. The residue from the chloroform evaporation is first triturated with ether (evaporation repeated) and then with 400 ml of warm acetone to give a crystalline product. After diluting with 500 ml of ether and cooling for about 16 hours, the solid is filtered under nitrogen, washed with ether and dried in vacuo... Starting materials: CC(C)(C)OC(=O)NC1CCCCC1C(=O)O, C[Si](C)(C)C=[N+]=[N-], CO, CCOCC, c1ccccc1. Yields the product COC(=O)C1CCCCC1NC(=O)OC(C)(C)C. As a reaction SMILES: [C:13]([CH3:14])([CH3:15])([CH3:16])[O:17][C:18](=[O:19])[NH:20][CH:21]1[CH:22]([C:27](=[O:28])[OH:29])[CH2:23][CH2:24][CH2:25][CH2:26]1.[CH3:1][Si:2]([CH:3]=[N+:4]=[N-:5])([CH3:6])[CH3:7].[CH3:36][OH:37].[CH3:8][CH2:9][O:10][CH2:11][CH3:12].[cH:30]1[cH:31][cH:32][cH:33][cH:34][cH:35]1>>[CH3:1][O:28][C:27]([CH:22]1[CH:21]([NH:20][C:18]([O:17][C:13]([CH3:14])([CH3:15])[CH3:16])=[O:19])[CH2:26][CH2:25][CH2:24][CH2:23]1)=[O:29]. As a reaction SMILES: [N:1]([C:4]1[CH:9]=[CH:8][C:7]([N:10]2[CH2:14][C@H:13]([CH2:15][NH:16][C:17](=[O:19])[CH3:18])[O:12][C:11]2=[O:20])=[CH:6][C:5]=1[F:21])=[N+:2]=[N-:3].Cl.[NH2:23][OH:24].C(=O)([O-])[O-].[K+].[K+].[CH2:31]1[CH2:35]OC[CH2:32]1.CO>>[F:21][C:5]1[CH:6]=[C:7]([N:10]2[CH2:14][C@H:13]([CH2:15][NH:16][C:17](=[O:19])[CH3:18])[O:12][C:11]2=[O:20])[CH:8]=[CH:9][C:4]=1[N:1]1[CH:32]=[C:31]([CH:35]=[N:23][OH:24])[N:3]=[N:2]1 |f:1.2,3.4.5,6.7|. Yield: 20.0%. Procedure: A solution of 150 mg (0.40 mmol) of the compound of Example 17 in 10 mL of 1:1 THF-methanol was treated with 66 mg (0.96 mmol) of hydroxylamine hydrochloride and 66 mg (0.48 mmol) of potassium carbonate, followed by stirring at ambient temperature for 8 h, and then warming at reflux for 2 h. The mixture was concentrated in vacuo, and the residue was subjected to radial chromatography on a 2 mm chromatotron plate, eluting with 5% (v/v) methanol in dichloromethane. These procedures afforded 30 mg ... Conditions: time 8 hour. Yields the product FC=1C=C(C=CC1N1N=NC(=C1)C=NO)N1C(O[C@H](C1)CNC(C)=O)=O ((S)-N-[[3-[3-Fluoro-4-(4-(1-hydroxyiminomethyl)-1H-1,2,3-triazol-1-yl)phenyl]-2-oxo-5-oxazolidinyl]methyl]acetamide). The reactants are N(=[N+]=[N-])C1=C(C=C(C=C1)N1C(O[C@H](C1)CNC(C)=O)=O)F ((S)-N-[[3-[4-Azido-3-fluorophenyl]-2-oxo-5-oxazolidinyl]methyl]acetamide), Cl.NO (hydroxylamine hydrochloride), C([O-])([O-])=O.[K+].[K+] (potassium carbonate), C1CCOC1.CO (THF methanol).